This data is from the Open Reaction Database (ORD), a public repository of structured organic reaction records. The task is: describe an organic reaction: reactants, conditions, products, and yield The reactants are C[Si](C)(C)[N-][Si](C)(C)C.[Li+] (lithium bis(trimethylsilyl)amide), S1CCC(CC1)C#N (tetrahydro-thiopyran-4-carbonitrile), IC (iodomethane). The solvent is O1CCCC1 (tetrahydrofuran). Conditions: time 30 minute. Yields the product CC1(CCSCC1)C#N (4-methyl-tetrahydro-thiopyran-4-carbonitrile). The yield is 53.4%. Reaction SMILES: [S:1]1[CH2:6][CH2:5][CH:4]([C:7]#[N:8])[CH2:3][CH2:2]1.[CH3:9][Si]([N-][Si](C)(C)C)(C)C.[Li+].IC>O1CCCC1>[CH3:9][C:4]1([C:7]#[N:8])[CH2:5][CH2:6][S:1][CH2:2][CH2:3]1 |f:1.2|. Reported procedure: A solution of tetrahydro-thiopyran-4-carbonitrile (3.05 g, 24 mmol) in anhydrous tetrahydrofuran (60 ml) was cooled to −78° C. and treated with lithium bis(trimethylsilyl)amide (1M in tetrahydrofuran, 26.4 ml, 26.4 mmol) dropwise. After 30 minutes of stirring, iodomethane (1.8 ml, 29 mmol) was added dropwise. The cooling bath was removed, and the reaction mixture was allowed to slowly rise to room temperature and stir overnight. The reaction mixture was quenched with saturated aqueous NH4Cl and ...